This data is from the Open Reaction Database (ORD), a public repository of structured organic reaction records. The task is: describe an organic reaction: reactants, conditions, products, and yield The reactants are CCN=C=NCCCN(C)C, COC(=O)C1(N)CC=CC1, CCN(C(C)C)C(C)C, Cl, Cl, O=C(O)c1ccc2ccccc2c1OCc1ccc(C(F)(F)F)cc1, CN(C)C=O, On1nnc2ccccc21. Product: COC(=O)C1(NC(=O)c2ccc3ccccc3c2OCc2ccc(C(F)(F)F)cc2)CC=CC1. As a reaction SMILES: [CH2:37]([N:38]=[C:39]=[N:40][CH2:41][CH2:42][CH2:43][N:44]([CH3:45])[CH3:46])[CH3:47].[CH3:58][O:59][C:60](=[O:61])[C:62]1([NH2:67])[CH2:63][CH:64]=[CH:65][CH2:66]1.[CH:48]([N:49]([CH2:50][CH3:51])[CH:52]([CH3:53])[CH3:54])([CH3:55])[CH3:56].[ClH:36].[ClH:57].[F:1][C:2]([c:3]1[cH:4][cH:5][c:6]([CH2:7][O:8][c:9]2[c:10]([C:19](=[O:20])[OH:21])[cH:11][cH:12][c:13]3[cH:14][cH:15][cH:16][cH:17][c:18]23)[cH:22][cH:23]1)([F:24])[F:25].[O:68]=[CH:69][N:70]([CH3:71])[CH3:72].[OH:26][n:27]1[c:28]2[cH:29][cH:30][cH:31][cH:32][c:33]2[n:34][n:35]1>>[F:1][C:2]([c:3]1[cH:4][cH:5][c:6]([CH2:7][O:8][c:9]2[c:10]([C:19](=[O:20])[NH:67][C:62]3([C:60]([O:59][CH3:58])=[O:61])[CH2:63][CH:64]=[CH:65][CH2:66]3)[cH:11][cH:12][c:13]3[cH:14][cH:15][cH:16][cH:17][c:18]23)[cH:22][cH:23]1)([F:24])[F:25]. The reactants are CN(C)CCSc1cc(NC(=O)OC(C)(C)C)c([N+](=O)[O-])cc1I, C#Cc1ccccc1. The product is CN(C)CCSc1cc(NC(=O)OC(C)(C)C)c([N+](=O)[O-])cc1C#Cc1ccccc1. RXN SMILES: [C:1]([CH3:2])([CH3:3])([CH3:4])[O:5][C:6]([NH:7][c:8]1[c:9]([N+:21](=[O:22])[O-:23])[cH:10][c:11]([I:20])[c:12]([S:14][CH2:15][CH2:16][N:17]([CH3:18])[CH3:19])[cH:13]1)=[O:24].[c:25]1([C:31]#[CH:32])[cH:26][cH:27][cH:28][cH:29][cH:30]1>>[C:1]([CH3:2])([CH3:3])([CH3:4])[O:5][C:6]([NH:7][c:8]1[c:9]([N+:21](=[O:22])[O-:23])[cH:10][c:11]([C:32]#[C:31][c:25]2[cH:26][cH:27][cH:28][cH:29][cH:30]2)[c:12]([S:14][CH2:15][CH2:16][N:17]([CH3:18])[CH3:19])[cH:13]1)=[O:24]. Product: CC(C)(C)Oc1cc(-c2ccc(CNC(=O)c3c(Cl)cccc3Cl)cc2)ccn1. As a reaction SMILES: [Br:28][c:29]1[cH:30][c:31]([O:35][C:36]([CH3:37])([CH3:38])[CH3:39])[n:32][cH:33][cH:34]1.[C:22](=[O:23])([O-:24])[O-:25].[Cl:1][c:2]1[c:3]([C:4](=[O:5])[NH:6][CH2:7][c:8]2[cH:9][cH:10][c:11]([B:14]([OH:15])[OH:16])[cH:12][cH:13]2)[c:17]([Cl:21])[cH:18][cH:19][cH:20]1.[K+:26].[K+:27].[O:40]=[CH:41][N:42]([CH3:43])[CH3:44]>>[Cl:1][c:2]1[c:3]([C:4](=[O:5])[NH:6][CH2:7][c:8]2[cH:9][cH:10][c:11](-[c:29]3[cH:30][c:31]([O:35][C:36]([CH3:37])([CH3:38])[CH3:39])[n:32][cH:33][cH:34]3)[cH:12][cH:13]2)[c:17]([Cl:21])[cH:18][cH:19][cH:20]1. Starting materials: CC(C)(C)Oc1cc(Br)ccn1, O=C([O-])[O-], O=C(NCc1ccc(B(O)O)cc1)c1c(Cl)cccc1Cl, [K+], [K+], CN(C)C=O. The reactants are CC(=O)O, CC(C)c1ccccc1O, O, O=[N+]([O-])O. Yields the product CC(C)c1cc([N+](=O)[O-])ccc1O. As a reaction SMILES: [CH3:16][C:17](=[O:18])[OH:19].[CH3:1][CH:2]([CH3:3])[c:4]1[cH:5][cH:6][cH:7][cH:8][c:9]1[OH:10].[OH2:15].[OH:11][N+:12]([O-:13])=[O:14]>>[CH3:1][CH:2]([CH3:3])[c:4]1[cH:5][c:6]([N+:12](=[O:11])[O-:13])[cH:7][cH:8][c:9]1[OH:10]. Reactants: [Si](C)(C)(C(C)(C)C)OCC(CN1C(C2=CC=C(C=C2C(=C1)C(C)N1CCN(CC1)C(=O)OC(C)(C)C)C1=C(C(=CC(=C1)C(NC1CC1)=O)F)C)=O)(C)C (tert-butyl 4-(1-{2-(3-{[tert-butyl(dimethyl)silyl]oxy}-2,2-dimethylpropyl)-6-[5-(cyclopropylcarbamoyl)-3-fluoro-2-methylphenyl]-1-oxo-1,2-dihydroisoquinolin-4-yl}ethyl)piperazine-1-carboxylate), C(C)O (ethanol). Solvent: Cl (HCl), O1CCOCC1 (dioxane). Product: C1(CC1)NC(C1=CC(=C(C(=C1)C=1C=C2C(=CN(C(C2=CC1)=O)CC(CO)(C)C)C(C)N1CCNCC1)C)F)=O (N-Cyclopropyl-3-fluoro-5-[2-(3-hydroxy-2,2-dimethylpropyl)-1-oxo-4-(1-piperazin-1-ylethyl)-1,2-dihydroisoquinolin-6-yl]-4-methylbenzamide). Isolated yield 101.6%. Reaction SMILES: [Si]([O:8][CH2:9][C:10]([CH3:53])([CH3:52])[CH2:11][N:12]1[CH:21]=[C:20]([CH:22]([N:24]2[CH2:29][CH2:28][N:27](C(OC(C)(C)C)=O)[CH2:26][CH2:25]2)[CH3:23])[C:19]2[C:14](=[CH:15][CH:16]=[C:17]([C:37]3[CH:42]=[C:41]([C:43](=[O:48])[NH:44][CH:45]4[CH2:47][CH2:46]4)[CH:40]=[C:39]([F:49])[C:38]=3[CH3:50])[CH:18]=2)[C:13]1=[O:51])(C(C)(C)C)(C)C.C(O)C>Cl.O1CCOCC1>[CH:45]1([NH:44][C:43](=[O:48])[C:41]2[CH:42]=[C:37]([C:17]3[CH:18]=[C:19]4[C:14](=[CH:15][CH:16]=3)[C:13](=[O:51])[N:12]([CH2:11][C:10]([CH3:53])([CH3:52])[CH2:9][OH:8])[CH:21]=[C:20]4[CH:22]([N:24]3[CH2:25][CH2:26][NH:27][CH2:28][CH2:29]3)[CH3:23])[C:38]([CH3:50])=[C:39]([F:49])[CH:40]=2)[CH2:47][CH2:46]1. Procedure: A solution of tert-butyl 4-(1-{2-(3-{[tert-butyl(dimethyl)silyl]oxy}-2,2-dimethylpropyl)-6-[5-(cyclopropylcarbamoyl)-3-fluoro-2-methylphenyl]-1-oxo-1,2-dihydroisoquinolin-4-yl}ethyl)piperazine-1-carboxylate (Example 38c, 80 mg) in 4 M HCl in dioxane (1 mL) and ethanol (3 mL) was stirred overnight at room temperature before the volatiles were removed in vacuo. The crude material was dissolved in methanol (2 mL) and loaded onto a 10 g SCX cartridge. The impurities were washed through with methanol... Reported procedure: 0.200 g of 2-(cis-4-methoxy-cyclohexyl)-2-methyl-propionic acid methyl ester are dissolved in 4 ml of methanol. 4 ml of a 1M aqueous lithium hydroxide solution is added and the mixture is stirred for 16 hours at room temperature. The reaction mixture is then neutralised with 1M HCl and concentrated under reduced pressure The title compound is identified from the residue by means of flash chromatography (SiO2 60F) based on its Rf value. As a reaction SMILES: C[O:2][C:3](=[O:15])[C:4]([C@H:7]1[CH2:12][CH2:11][C@@H:10]([O:13][CH3:14])[CH2:9][CH2:8]1)([CH3:6])[CH3:5].[OH-].[Li+].Cl>CO>[CH3:14][O:13][C@@H:10]1[CH2:11][CH2:12][C@H:7]([C:4]([CH3:6])([CH3:5])[C:3]([OH:15])=[O:2])[CH2:8][CH2:9]1 |f:1.2|. Run at time 16 hour. Product: CO[C@H]1CC[C@H](CC1)C(C(=O)O)(C)C (2-(cis-4-Methoxy-cyclohexyl)-2-methyl-propionic acid). Solvent: CO (methanol). The reactants are [OH-].[Li+] (lithium hydroxide), COC(C(C)(C)[C@@H]1CC[C@@H](CC1)OC)=O (2-(cis-4-methoxy-cyclohexyl)-2-methyl-propionic acid methyl ester), Cl (HCl). Yields the product COCCOc1ccc(S(=O)(=O)Cl)cc1. Starting materials: COCCOc1ccccc1, ClC(Cl)Cl, O=S(=O)(O)Cl. Reaction SMILES: [CH3:1][O:2][CH2:3][CH2:4][O:5][c:6]1[cH:7][cH:8][cH:9][cH:10][cH:11]1.[CH:17]([Cl:18])([Cl:19])[Cl:20].[Cl:12][S:13](=[O:14])(=[O:15])[OH:16]>>[CH3:1][O:2][CH2:3][CH2:4][O:5][c:6]1[cH:7][cH:8][c:9]([S:13]([Cl:12])(=[O:14])=[O:15])[cH:10][cH:11]1.